From a dataset of the Open Reaction Database (ORD), a public repository of structured organic reaction records. describe an organic reaction: reactants, conditions, products, and yield Starting materials: OC1=CC=C(C=O)C=C1 (4-hydroxybenzaldehyde), CC(=O)C (acetone), ice water. The solvent is Cl (hydrogen chloride), C(C)O (ethanol). Conditions: time 2 hour. The product is OC1=CC=C(C=C1)C=CC(C=CC1=CC=C(C=C1)O)=O (1,5-Bis(4-hydroxyphenyl)penta 1,4-diene-3-one). As a reaction SMILES: [OH:1][C:2]1[CH:9]=[CH:8][C:5]([CH:6]=O)=[CH:4][CH:3]=1.[CH3:10][C:11]([CH3:13])=[O:12]>C(O)C.Cl>[OH:1][C:2]1[CH:9]=[CH:8][C:5]([CH:6]=[CH:9][C:2](=[O:1])[CH:3]=[CH:4][C:5]2[CH:8]=[CH:13][C:11]([OH:12])=[CH:10][CH:6]=2)=[CH:4][CH:3]=1. Procedure details: A solution of 150 g (1.23 mole) of 4-hydroxybenzaldehyde and 30 g (0.52 mole) of acetone in 600 ml of absolute ethanol was cooled while passing in hydrogen chloride for 45 minutes. After two hours of stirring, ice water was added and the resulting dark solid was filtered off. It was crystallized from absolute ethanol to give 90 g of brown, crystalline product. Reactants: O=C([O-])O, CC(=O)OC(C)=O, Nc1ccc2c(c1)nc(C=Cc1ccccc1)n2-c1ccccn1, [Na+]. Yields the product CC(=O)Nc1ccc2c(c1)nc(C=Cc1ccccc1)n2-c1ccccn1. RXN SMILES: [C:25](=[O:26])([OH:27])[O-:28].[CH3:30][C:31](=[O:32])[O:33][C:34](=[O:35])[CH3:36].[NH2:1][c:2]1[cH:3][c:4]2[c:5]([n:6](-[c:17]3[n:18][cH:19][cH:20][cH:21][cH:22]3)[c:7]([CH:9]=[CH:10][c:11]3[cH:12][cH:13][cH:14][cH:15][cH:16]3)[n:8]2)[cH:23][cH:24]1.[Na+:29]>>[NH:1]([c:2]1[cH:3][c:4]2[c:5]([n:6](-[c:17]3[n:18][cH:19][cH:20][cH:21][cH:22]3)[c:7]([CH:9]=[CH:10][c:11]3[cH:12][cH:13][cH:14][cH:15][cH:16]3)[n:8]2)[cH:23][cH:24]1)[C:31]([CH3:30])=[O:32]. Reactants: CC(C)(C)[Si](C)(C)Cl, Cc1nc(SCCO)ccc1[N+](=O)[O-], CN(C)C=O, c1c[nH]cn1. RXN SMILES: [C:20]([CH3:21])([CH3:22])([CH3:23])[Si:24]([CH3:25])([CH3:26])[Cl:27].[CH3:1][c:2]1[c:3]([N+:12](=[O:13])[O-:14])[cH:4][cH:5][c:6]([S:8][CH2:9][CH2:10][OH:11])[n:7]1.[O:28]=[CH:29][N:30]([CH3:31])[CH3:32].[nH:15]1[cH:16][cH:17][n:18][cH:19]1>>[CH3:1][c:2]1[c:3]([N+:12](=[O:13])[O-:14])[cH:4][cH:5][c:6]([S:8][CH2:9][CH2:10][O:11][Si:24]([C:20]([CH3:21])([CH3:22])[CH3:23])([CH3:25])[CH3:26])[n:7]1. The product is Cc1nc(SCCO[Si](C)(C)C(C)(C)C)ccc1[N+](=O)[O-]. Starting materials: CC(C=O)(C)N1C=NC(=C1)[N+](=O)[O-] (2-Methyl-2-(4-nitro-imidazol-1-yl)-propionaldehyde), CC(CN)(C)C (2,2-dimethyl-propyl amine). Yields the product CC(CNCC(C)(N1C=NC(=C1)[N+](=O)[O-])C)(C)C ((2,2-Dimethyl-propyl)-[2-methyl-2-(4-nitro-imidazol-1-yl)-propyl]-amine). RXN SMILES: [CH3:1][C:2]([N:6]1[CH:10]=[C:9]([N+:11]([O-:13])=[O:12])[N:8]=[CH:7]1)([CH3:5])[CH:3]=O.[CH3:14][C:15]([CH3:19])([CH3:18])[CH2:16][NH2:17]>>[CH3:14][C:15]([CH3:19])([CH3:18])[CH2:16][NH:17][CH2:3][C:2]([CH3:1])([N:6]1[CH:10]=[C:9]([N+:11]([O-:13])=[O:12])[N:8]=[CH:7]1)[CH3:5]. Procedure: 2-Methyl-2-(4-nitro-imidazol-1-yl)-propionaldehyde was reacted with 2,2-dimethyl-propyl amine to provide the title compound: H1 NMR (400 MHz, CDCl3) 0.74 (s, 9H), 1.52 (s, 6H), 2.2 (s, 2H), 2.8 (s, 2H), 7.6 (s, 1H), 7.9 (s, 1H); MS m/z 255.3 (M+1). The reactants are [K] (potassium), COC1=CC=C(C(=N1)C)[N+](=O)[O-] (6-methoxy-2-methyl-3-nitropyridine), [K] (potassium), C(C(=O)OCC)(=O)OCC (Diethyl oxalate). The solvent is C(C)O (ethanol). Reaction conditions: time 5 minute. Product: COC1=CC=C(C(=N1)CC(C(=O)OCC)=O)[N+](=O)[O-] (Ethyl 3-(6-methoxy-3-nitropyridin-2-yl)-2-oxopropanoate). Reaction SMILES: [K].[C:2]([O:9][CH2:10][CH3:11])(=[O:8])[C:3]([O:5]CC)=O.[CH3:12][O:13][C:14]1[N:19]=[C:18]([CH3:20])[C:17]([N+:21]([O-:23])=[O:22])=[CH:16][CH:15]=1>C(O)C>[CH3:12][O:13][C:14]1[N:19]=[C:18]([CH2:20][C:3](=[O:5])[C:2]([O:9][CH2:10][CH3:11])=[O:8])[C:17]([N+:21]([O-:23])=[O:22])=[CH:16][CH:15]=1 |^1:0|. Procedure details: A roundbottom flask was charged with ethanol (540 ml) and (7.2 L). To this was added potassium (81.6 g, 2.09 mol) and mixture was stirred until all the potassium dissolved. Diethyl oxalate (306 g, 2.10 mol) was then added. The mixture was stirred for 5 minutes and then 6-methoxy-2-methyl-3-nitropyridine (320.0 g, 1.87 mol) was added. The resulting solution was stirred at room temperature for 36 hours. The slurry was filtered and the collected solids were washed thoroughly with ether and dried un... The reactants are CC1CN(Cc2ccccc2)CCC1=O, CCO, Cl, NO, c1ccncc1. Yields the product CC1CN(Cc2ccccc2)CCC1=NO. Reaction SMILES: [CH2:1]([c:2]1[cH:3][cH:4][cH:5][cH:6][cH:7]1)[N:8]1[CH2:9][CH:10]([CH3:15])[C:11](=[O:14])[CH2:12][CH2:13]1.[CH3:25][CH2:26][OH:27].[ClH:22].[NH2:23][OH:24].[cH:16]1[cH:17][cH:18][n:19][cH:20][cH:21]1>>[CH2:1]([c:2]1[cH:3][cH:4][cH:5][cH:6][cH:7]1)[N:8]1[CH2:9][CH:10]([CH3:15])[C:11](=[N:23][OH:24])[CH2:12][CH2:13]1. The reactants are [Br-], CC[N+](CC)(CC)Cc1ccccc1, CC(C)(CO)c1ccc(OC(F)(F)F)cc1, [Na+], Fc1ccc(CBr)cc1Oc1ccccc1, [OH-], O. The product is CC(C)(COCc1ccc(F)c(Oc2ccccc2)c1)c1ccc(OC(F)(F)F)cc1. RXN SMILES: [Br-:35].[CH2:36]([N+:37]([CH2:38][CH3:39])([CH2:40][CH3:41])[CH2:42][c:43]1[cH:44][cH:45][cH:46][cH:47][cH:48]1)[CH3:49].[F:1][C:2]([O:3][c:4]1[cH:5][cH:6][c:7]([C:10]([CH2:11][OH:12])([CH3:13])[CH3:14])[cH:8][cH:9]1)([F:15])[F:16].[Na+:34].[O:17]([c:18]1[cH:19][cH:20][cH:21][cH:22][cH:23]1)[c:24]1[cH:25][c:26]([CH2:27][Br:28])[cH:29][cH:30][c:31]1[F:32].[OH-:33].[OH2:50]>>[F:1][C:2]([O:3][c:4]1[cH:5][cH:6][c:7]([C:10]([CH2:11][O:12][CH2:27][c:26]2[cH:25][c:24]([O:17][c:18]3[cH:19][cH:20][cH:21][cH:22][cH:23]3)[c:31]([F:32])[cH:30][cH:29]2)([CH3:13])[CH3:14])[cH:8][cH:9]1)([F:15])[F:16]. Reported procedure: A solution of 100 mg (0.49 mmol) of 5-fluoro-2-methyl-4-oxo-4H-chromene-8-carbaldehyde in 5 ml of 2-propanol is mixed with 50.96 mg (0.49 mmol) of sodium 1-cyanoprop-1-en-2-olate, 75.3 mg (0.49 mmol) of 2-amino-7-methyloct-2-en-4-one and 0.04 ml (0.73 mmol) of acetic acid and stirred under reflux for 3 h. After cooling, the mixture is concentrated. The residue is taken up in dichloromethane and washed with water. The organic phase is dried over sodium sulfate and concentrated. The resulting resi... The reactants are FC1=C2C(C=C(OC2=C(C=C1)C=O)C)=O (5-fluoro-2-methyl-4-oxo-4H-chromene-8-carbaldehyde), C(#N)C=C(C)[O-].[Na+] (sodium 1-cyanoprop-1-en-2-olate), NC(C)=CC(CCC(C)C)=O (2-amino-7-methyloct-2-en-4-one), C(C)(=O)O (acetic acid). As a reaction SMILES: [F:1][C:2]1[CH:11]=[CH:10][C:9]([CH:12]=O)=[C:8]2[C:3]=1[C:4](=[O:15])[CH:5]=[C:6]([CH3:14])[O:7]2.[C:16]([CH:18]=[C:19]([O-])[CH3:20])#[N:17].[Na+].[NH2:23][C:24](=[CH:26][C:27](=[O:33])[CH2:28][CH2:29][CH:30]([CH3:32])[CH3:31])[CH3:25].C(O)(=O)C>CC(O)C>[F:1][C:2]1[CH:11]=[CH:10][C:9]([CH:12]2[C:26]([C:27](=[O:33])[CH2:28][CH2:29][CH:30]([CH3:31])[CH3:32])=[C:24]([CH3:25])[NH:23][C:19]([CH3:20])=[C:18]2[C:16]#[N:17])=[C:8]2[C:3]=1[C:4](=[O:15])[CH:5]=[C:6]([CH3:14])[O:7]2 |f:1.2|. Run in CC(C)O (2-propanol). Product: FC1=C2C(C=C(OC2=C(C=C1)C1C(=C(NC(=C1C(CCC(C)C)=O)C)C)C#N)C)=O (4-(5-Fluoro-2-methyl-4-oxo-4H-chromen-8-yl)-2,6-dimethyl-5-(4-methylpentanoyl)-1,4-dihydropyridine-3-carbonitrile). Starting materials: C(C)(C)(C)OC(NC(C(=O)N1C(CN(CC1)C(CC1=CC2=CC=CC=C2C=C1)C(NC)=O)COC)CC1=CC=C(C=C1)F)=O ({1-(4-Fluoro-benzyl)2-[2-methoxymethyl-4-(1-methylcarbamoyl-2-naphthalen-2-yl-ethyl)-piperazin-1-yl]-2oxo-ethyl}-carbamic acid tert-butyl ester), ClCCCl (1,2-dichloroethane). The solvent is Cl (HCl), O1CCOCC1 (dioxane). Conditions: time 90 minute. The product is Cl.NC(C(=O)N1C(CN(CC1)C(C(=O)NC)CC1=CC2=CC=CC=C2C=C1)COC)CC1=CC=C(C=C1)F (2-{4-[2-amino-3-(4-fluorophenyl)-propionyl]-3-methoxymethyl-piperazin-1-yl}-N-methyl-3-naphthalen-2-yl-propionamide HCl). Isolated yield 98.0%. RXN SMILES: C(OC(=O)[NH:7][CH:8]([CH2:36][C:37]1[CH:42]=[CH:41][C:40]([F:43])=[CH:39][CH:38]=1)[C:9]([N:11]1[CH2:16][CH2:15][N:14]([CH:17]([C:29](=[O:32])[NH:30][CH3:31])[CH2:18][C:19]2[CH:28]=[CH:27][C:26]3[C:21](=[CH:22][CH:23]=[CH:24][CH:25]=3)[CH:20]=2)[CH2:13][CH:12]1[CH2:33][O:34][CH3:35])=[O:10])(C)(C)C.[Cl:45]CCCl>Cl.O1CCOCC1>[ClH:45].[NH2:7][CH:8]([CH2:36][C:37]1[CH:42]=[CH:41][C:40]([F:43])=[CH:39][CH:38]=1)[C:9]([N:11]1[CH2:16][CH2:15][N:14]([CH:17]([CH2:18][C:19]2[CH:28]=[CH:27][C:26]3[C:21](=[CH:22][CH:23]=[CH:24][CH:25]=3)[CH:20]=2)[C:29]([NH:30][CH3:31])=[O:32])[CH2:13][CH:12]1[CH2:33][O:34][CH3:35])=[O:10] |f:4.5|. Reported procedure: {1-(4-Fluoro-benzyl)2-[2-methoxymethyl-4-(1-methylcarbamoyl-2-naphthalen-2-yl-ethyl)-piperazin-1-yl]-2oxo-ethyl}-carbamic acid tert-butyl ester, 65, is dissolved in 4M HCl in dioxane (60 mL). The reaction mixture is stirred for 90 minutes then 1,2-dichloroethane (60 mL) is added. The solution is concentrated in vacuo to afford 3.6 g (98% yield) of the desired product.